Dataset: the Open Reaction Database (ORD), a public repository of structured organic reaction records. Task: describe an organic reaction: reactants, conditions, products, and yield The reactants are COC(C1=C(C=C(C=C1)Br)Cl)=O (4-bromo-2-chloro-benzoic acid methyl ester), C1(CC1)B(O)O (cyclopropylboronic acid), P(=O)([O-])([O-])[O-].[K+].[K+].[K+] (potassium phosphate), C1(=CC=CC=C1)P(C1=CC=CC=C1)C1=CC=CC=C1 (triphenylphosphine). RXN SMILES: [CH3:1][O:2][C:3](=[O:12])[C:4]1[CH:9]=[CH:8][C:7](Br)=[CH:6][C:5]=1[Cl:11].[CH:13]1(B(O)O)[CH2:15][CH2:14]1.P([O-])([O-])([O-])=O.[K+].[K+].[K+].C1(P(C2C=CC=CC=2)C2C=CC=CC=2)C=CC=CC=1>C1(C)C=CC=CC=1.C([O-])(=O)C.[Pd+2].C([O-])(=O)C.O>[CH3:1][O:2][C:3](=[O:12])[C:4]1[CH:9]=[CH:8][C:7]([CH:13]2[CH2:15][CH2:14]2)=[CH:6][C:5]=1[Cl:11] |f:2.3.4.5,8.9.10|. The solvent is O (water), C1(=CC=CC=C1)C (toluene), O (water). Reaction conditions: temperature 100 celsius, time 17 hour. Yields the product COC(C1=C(C=C(C=C1)C1CC1)Cl)=O (2-chloro-4-cyclopropyl-benzoic acid methyl ester). Procedure details: 2.1 g of crude 4-bromo-2-chloro-benzoic acid methyl ester (8.42 mmol) were dissolved in 38 ml toluene and treated with 0.94 g of cyclopropylboronic acid (10.94 mmol), 6.25 g of potassium phosphate (29.46 mmol), 236 mg of triphenylphosphine (0.84 mmol), 94 mg of palladium acetate (0.42 mmol) and 1.9 ml water. The reaction mixture was stirred 17 h at 100° C. under Argon. After cooling down to RT, the reaction mixture was treated with 80 ml water, extracted with 2×80 ml EtOAc, washed with brine, dr... Reagents/catalysts: C(C)(=O)[O-].[Pd+2].C(C)(=O)[O-] (palladium acetate). The reactants are BrC=1C=C(C2=C(C(=CC=C2C1)O)Cl)C#N (3-bromo-8-chloro-7-hydroxy-1-naphthonitrile), [Si](C)(C)(C(C)(C)C)OC1=CC=C(C=C1)B(O)O (4-tert-butyldimethylsilyloxyphenylboronic acid). Yields the product ClC=1C(=CC=C2C=C(C=C(C12)C#N)C1=CC=C(C=C1)O)O (8-Chloro-3-(4-hydroxyphenyl)-7-hydroxy-1-naphthonitrile), white solid. The yield is 33.0%. Reaction SMILES: Br[C:2]1[CH:3]=[C:4]([C:14]#[N:15])[C:5]2[C:10]([CH:11]=1)=[CH:9][CH:8]=[C:7]([OH:12])[C:6]=2[Cl:13].[Si]([O:23][C:24]1[CH:29]=[CH:28][C:27](B(O)O)=[CH:26][CH:25]=1)(C(C)(C)C)(C)C>>[Cl:13][C:6]1[C:7]([OH:12])=[CH:8][CH:9]=[C:10]2[C:5]=1[C:4]([C:14]#[N:15])=[CH:3][C:2]([C:27]1[CH:28]=[CH:29][C:24]([OH:23])=[CH:25][CH:26]=1)=[CH:11]2. Reported procedure: The title compound was prepared by reacting 3-bromo-8-chloro-7-hydroxy-1-naphthonitrile (0.10 g, 0.37 mmol) with 4-tert-butyldimethylsilyloxyphenylboronic acid (0.13 g, 0.52 mmol) according to Method A to yield 0.036 g (33%) of a white solid: mp 254-256° C.; 1H NMR (DMSO-d6): δ 6.90 (2H, d, J=8.64 Hz), 7.43 (1H, d, J=8.95 Hz), 7.72 (2H, d, J=8.64 Hz), 7.99 (1H, d, J=8.97 Hz), 8.38 (1H, d, J=1.95 Hz), 8.47 (1H, d, J=1.92 Hz), 9.73 (1H, s), 11.08 (1H, s); MS (ESI) m/z 294/296 (M−H)−.